This data is from the Open Reaction Database (ORD), a public repository of structured organic reaction records. The task is: describe an organic reaction: reactants, conditions, products, and yield Reactants: CCOC(=O)C (EtOAc), CC=1C=CC=2N(C1)C=C(N2)C2=CC=C(N)C=C2 (4-(6-methylimidazo[1,2-a]pyridin-2-yl)aniline), FC1=C(C(=O)O)C=CC(=C1)OC (2-fluoro-4-methoxybenzoic acid), CN(C)C=O (DMF), Amide. The solvent is N1=CC=CC=C1 (pyridine), S(=O)(Cl)Cl (thionyl chloride). The product is FC1=C(C(=O)NC2=CC=C(C=C2)C=2N=C3N(C=C(C=C3)C)C2)C=CC(=C1)OC (2-Fluoro-4-methoxy-N-[4-(6-methylimidazo[1,2-a]pyridin-2-yl)phenyl]benzamide). Yield: 64.2%. Reaction SMILES: [F:1][C:2]1[CH:10]=[C:9]([O:11][CH3:12])[CH:8]=[CH:7][C:3]=1[C:4]([OH:6])=O.CN(C=O)C.[CH3:18][C:19]1[CH:20]=[CH:21][C:22]2[N:23]([CH:25]=[C:26]([C:28]3[CH:34]=[CH:33][C:31]([NH2:32])=[CH:30][CH:29]=3)[N:27]=2)[CH:24]=1.CCOC(C)=O>S(Cl)(Cl)=O.N1C=CC=CC=1>[F:1][C:2]1[CH:10]=[C:9]([O:11][CH3:12])[CH:8]=[CH:7][C:3]=1[C:4]([NH:32][C:31]1[CH:30]=[CH:29][C:28]([C:26]2[N:27]=[C:22]3[CH:21]=[CH:20][C:19]([CH3:18])=[CH:24][N:23]3[CH:25]=2)=[CH:34][CH:33]=1)=[O:6]. Reported procedure: A stirred solution of 2-fluoro-4-methoxybenzoic acid (0.23 g, 1.34 mmol) in thionyl chloride (7 ml) containing a drop of DMF was heated under reflux for 4 h. The excess reagent was then removed under reduced pressure to give a crude solid. The amide was prepared as described in the Amide Coupling section using the crude solid and 4-(6-methylimidazo[1,2-a]pyridin-2-yl)aniline (0.30 g, 1.34 mmol) in dry pyridine (15 ml) to give the title compound (0.323 g, 80%) as a colourless solid after work-up ... Starting materials: N1(CCNCC1)C(=O)OC(C)(C)C (tert-butyl piperazine-1-carboxylate), C(O)([O-])=O.[Na+] (sodium hydrogen carbonate), COC1=CC=C2C(=CC(N(C2=C1)CC=O)=O)C ((7-methoxy-4-methyl-2-oxoquinolin-1(2H)-yl)acetaldehyde), C(C)(=O)O[BH-](OC(C)=O)OC(C)=O.[Na+] (sodium triacetoxyborohydride). The solvent is C(C)(=O)O (acetic acid), C(Cl)(Cl)Cl (chloroform). Reaction conditions: time 1 hour. Product: COC1=CC=C2C(=CC(N(C2=C1)CCN1CCN(CC1)C(=O)OC(C)(C)C)=O)C (tert-butyl 4-(2-(7-methoxy-4-methyl-2-oxoquinolin-1(2H)-yl)ethyl)piperazine-1-carboxylate). As a reaction SMILES: [CH3:1][O:2][C:3]1[CH:12]=[C:11]2[C:6]([C:7]([CH3:17])=[CH:8][C:9](=[O:16])[N:10]2[CH2:13][CH:14]=O)=[CH:5][CH:4]=1.[N:18]1([C:24]([O:26][C:27]([CH3:30])([CH3:29])[CH3:28])=[O:25])[CH2:23][CH2:22][NH:21][CH2:20][CH2:19]1.C(O[BH-](OC(=O)C)OC(=O)C)(=O)C.[Na+].C(=O)([O-])O.[Na+]>C(O)(=O)C.C(Cl)(Cl)Cl>[CH3:1][O:2][C:3]1[CH:12]=[C:11]2[C:6]([C:7]([CH3:17])=[CH:8][C:9](=[O:16])[N:10]2[CH2:13][CH2:14][N:21]2[CH2:20][CH2:19][N:18]([C:24]([O:26][C:27]([CH3:30])([CH3:29])[CH3:28])=[O:25])[CH2:23][CH2:22]2)=[CH:5][CH:4]=1 |f:2.3,4.5|. Reported procedure: Into 5 mL of chloroform, (7-methoxy-4-methyl-2-oxoquinolin-1(2H)-yl)acetaldehyde was dissolved, thereto were added 135 mg of tert-butyl piperazine-1-carboxylate and 43.6 mg of acetic acid, and the mixture was stirred at room temperature for 1 hour. The reaction mixture was added with 231 mg of sodium triacetoxyborohydride, and stirred for 1 hour. Thereto was added an aqueous saturated sodium hydrogen carbonate solution, and the organic layer was separated. The organic layer was washed with an aq... Starting materials: CN1CC2=C(CC1)N=C(S2)C(=O)[O-].[Li+] (lithium 5-methyl-4,5,6,7-tetrahydrothiazolo[5,4-c]pyridine-2-carboxylate), O.ON1N=NC2=C1C=CC=C2 (1-hydroxybenzotriazole monohydrate), Cl.CN(CCCN=C=NCC)C (1-(3-dimethylaminopropyl)-3-ethyl-carbodiimide hydrochloride), C(C1=CC=CC=C1)OCC1C[C@H]([C@@H](C1)NC(=O)C=1NC2=CC=C(C=C2C1)Cl)N ((1R*,2R*)-4-Benzyloxymethyl-N1-[(5-chloroindol-2-yl)carbonyl]-1,2-cyclopentanediamine). The solvent is CN(C=O)C (N,N-dimethylformamide). Run at time 8 hour. Yields the product C(C1=CC=CC=C1)OCC1C[C@H]([C@@H](C1)NC(=O)C=1NC2=CC=C(C=C2C1)Cl)NC(=O)C=1SC=2CN(CCC2N1)C ((1R*,2R*)-4-benzyloxymethyl-N1-[(5-chloroindol-2-yl)carbonyl]-N2-[(5-methyl-4,5,6,7-tetrahydrothiazolo[5,4-c]pyridin-2-yl)carbonyl]-1,2-cyclopentanediamine). Yield: 30.7%. RXN SMILES: [CH2:1]([O:8][CH2:9][CH:10]1[CH2:14][C@@H:13]([NH:15][C:16]([C:18]2[NH:19][C:20]3[C:25]([CH:26]=2)=[CH:24][C:23]([Cl:27])=[CH:22][CH:21]=3)=[O:17])[C@H:12]([NH2:28])[CH2:11]1)[C:2]1[CH:7]=[CH:6][CH:5]=[CH:4][CH:3]=1.[CH3:29][N:30]1[CH2:35][CH2:34][C:33]2[N:36]=[C:37]([C:39]([O-])=[O:40])[S:38][C:32]=2[CH2:31]1.[Li+].O.ON1C2C=CC=CC=2N=N1.Cl.CN(C)CCCN=C=NCC>CN(C)C=O>[CH2:1]([O:8][CH2:9][CH:10]1[CH2:14][C@@H:13]([NH:15][C:16]([C:18]2[NH:19][C:20]3[C:25]([CH:26]=2)=[CH:24][C:23]([Cl:27])=[CH:22][CH:21]=3)=[O:17])[C@H:12]([NH:28][C:39]([C:37]2[S:38][C:32]3[CH2:31][N:30]([CH3:29])[CH2:35][CH2:34][C:33]=3[N:36]=2)=[O:40])[CH2:11]1)[C:2]1[CH:7]=[CH:6][CH:5]=[CH:4][CH:3]=1 |f:1.2,3.4,5.6|. Reported procedure: (1R*,2R*)-4-Benzyloxymethyl-N1-[(5-chloroindol-2-yl)carbonyl]-1,2-cyclopentanediamine (794 mg) was dissolved in N,N-dimethylformamide (150 ml), and lithium 5-methyl-4,5,6,7-tetrahydrothiazolo[5,4-c]pyridine-2-carboxylate (694 mg), 1-hydroxybenzotriazole monohydrate (61 mg) and 1-(3-dimethylaminopropyl)-3-ethyl-carbodiimide hydrochloride (1.15 g) were added to stir the mixture overnight at room temperature. The reaction mixture was concentrated under reduced pressure, and water was added to the r... The reactants are [Br-], CON(C)C(=O)c1cc(Br)cnc1Cl, C1CCOC1, C[Mg+]. Yields the product CC(=O)c1cc(Br)cnc1Cl. As a reaction SMILES: [Br-:15].[Br:1][c:2]1[cH:3][n:4][c:5]([Cl:14])[c:6]([C:7](=[O:8])[N:9]([O:10][CH3:11])[CH3:12])[cH:13]1.[CH2:18]1[O:19][CH2:20][CH2:21][CH2:22]1.[CH3:16][Mg+:17]>>[Br:1][c:2]1[cH:3][n:4][c:5]([Cl:14])[c:6]([C:7](=[O:8])[CH3:16])[cH:13]1. Reactants: [N+](=O)([O-])C(CCC(=O)O)(C)C1=CC2=CC=C(C=C2C=C1)O[C@@H]1CC[C@H](CC1)C(F)(F)F (4-Nitro-4-[6-(trans-4-trifluoromethyl-cyclohexyloxy)-naphthalen-2-yl]-pentanoic acid), COC(CCC(C)(C1=CC2=CC=C(C(=C2C=C1)C(F)(F)F)O[C@@H]1CC[C@H](CC1)C(F)(F)F)[N+](=O)[O-])=O (4-nitro-4-[5-trifluoromethyl-6-(trans-4-trifluoromethyl-cyclohexyloxy)-naphthalen-2-yl]-pentanoic acid methyl ester). The product is [N+](=O)([O-])C(CCC(=O)O)(C)C1=CC2=CC=C(C(=C2C=C1)C(F)(F)F)O[C@@H]1CC[C@H](CC1)C(F)(F)F (4-Nitro-4-[5-trifluoromethyl-6-(trans-4-trifluoromethyl-cyclohexyloxy)-naphthalen-2-yl]-pentanoic acid). Isolated yield 93.0%. Reaction SMILES: [N+](C(C1C=CC2C(=CC=C(O[C@H]3CC[C@H](C(F)(F)F)CC3)C=2)C=1)(C)CCC(O)=O)([O-])=O.C[O:33][C:34](=[O:67])[CH2:35][CH2:36][C:37]([N+:64]([O-:66])=[O:65])([C:39]1[CH:48]=[CH:47][C:46]2[C:41](=[CH:42][CH:43]=[C:44]([O:53][C@H:54]3[CH2:59][CH2:58][C@H:57]([C:60]([F:63])([F:62])[F:61])[CH2:56][CH2:55]3)[C:45]=2[C:49]([F:52])([F:51])[F:50])[CH:40]=1)[CH3:38]>>[N+:64]([C:37]([C:39]1[CH:48]=[CH:47][C:46]2[C:41](=[CH:42][CH:43]=[C:44]([O:53][C@H:54]3[CH2:55][CH2:56][C@H:57]([C:60]([F:61])([F:62])[F:63])[CH2:58][CH2:59]3)[C:45]=2[C:49]([F:50])([F:51])[F:52])[CH:40]=1)([CH3:38])[CH2:36][CH2:35][C:34]([OH:67])=[O:33])([O-:66])=[O:65]. Procedure details: 4-Nitro-4-[5-trifluoromethyl-6-(trans-4-trifluoromethyl-cyclohexyloxy)-naphthalen-2-yl]-pentanoic acid was synthesized as per 4-nitro-4-[6-(trans-4-trifluoromethyl-cyclohexyloxy)-naphthalen-2-yl]-pentanoic acid (Example 280) in 93% yield, using 4-nitro-4-[5-trifluoromethyl-6-(trans-4-trifluoromethyl-cyclohexyloxy)-naphthalen-2-yl]-pentanoic acid methyl ester as starting material. The reagents and catalysts are [Cu] (copper bronze). Solvent: C(C)#N (acetonitrile). The reactants are C(#N)C1=CC=C(C=C1)O (4-cyanophenol), C(OC)(OC(C#C)(C)C)=O (methyl 1,1-dimethyl-2-propynyl carbonate), C1CCC2=NCCCN2CC1 (DBU), cuprous chloride. As a reaction SMILES: [C:1]([C:3]1[CH:8]=[CH:7][C:6]([OH:9])=[CH:5][CH:4]=1)#[N:2].C(=O)(O[C:14]([CH3:18])([CH3:17])[C:15]#[CH:16])OC.C1CCN2C(=NCCC2)CC1>C(#N)C.[Cu]>[CH3:17][C:14]([O:9][C:6]1[CH:7]=[CH:8][C:3]([C:1]#[N:2])=[CH:4][CH:5]=1)([CH3:18])[C:15]#[CH:16]. Conditions: temperature 0 celsius, time 23 hour. Procedure: To a solution of 4-cyanophenol (3.0 g, 25.18 mmol) and methyl 1,1-dimethyl-2-propynyl carbonate (3.93 g, 27.64 mmol) in acetonitrile (24 mL) at 0° C. under argon was added DBU (5.0 mL, 33.43 mmol). To the resulting solution at 0° C. was added cuprous chloride (7.47 mg, 0.003 eq., 0.3 mol %) and copper bronze (83 mg). After stirring at 0° C. for 23 hours, the reaction mixture was filtered and the filtrate was diluted with toluene (~400 mL). The resulting solution was washed with 1N HCl (×2), 1N N... Product: CC(C#C)(C)OC1=CC=C(C#N)C=C1 (4-[(1,1-Dimethyl-2 -propynyl)oxy]benzonitrile), solid. Reactants: [Al+3], CCCCN(C(C)=O)c1c(C(C)C)nc2ccccn12, C1CCOC1, [H-], [H-], [H-], [H-], [Li+], [Na+], [OH-]. The product is CCCCN(CC)c1c(C(C)C)nc2ccccn12. RXN SMILES: [Al+3:22].[CH2:1]([CH2:2][CH2:3][CH3:4])[N:5]([C:6]([CH3:7])=[O:8])[c:9]1[c:10]([CH:18]([CH3:19])[CH3:20])[n:11][c:12]2[n:13]1[cH:14][cH:15][cH:16][cH:17]2.[CH2:29]1[O:30][CH2:31][CH2:32][CH2:33]1.[H-:21].[H-:24].[H-:25].[H-:26].[Li+:23].[Na+:28].[OH-:27]>>[CH2:1]([CH2:2][CH2:3][CH3:4])[N:5]([CH2:6][CH3:7])[c:9]1[c:10]([CH:18]([CH3:19])[CH3:20])[n:11][c:12]2[n:13]1[cH:14][cH:15][cH:16][cH:17]2. Starting materials: N#CCC(=O)O, CCCN, CCN=C=NCCCN(C)C, CN(C)C=O, CN(C)c1ccncc1, CCOC(C)=O, Cl, O, O, On1nnc2ccccc21. Yields the product CCCNC(=O)CC#N. Reaction SMILES: [C:1](#[N:2])[CH2:3][C:4](=[O:5])[OH:6].[CH2:7]([CH2:8][CH3:9])[NH2:10].[CH3:23][N:24]([CH3:25])[CH2:26][CH2:27][CH2:28][N:29]=[C:30]=[N:31][CH2:32][CH3:33].[CH3:34][N:35]([CH3:36])[CH:37]=[O:38].[CH3:39][N:40]([CH3:41])[c:42]1[cH:43][cH:44][n:45][cH:46][cH:47]1.[CH3:48][CH2:49][O:50][C:51](=[O:52])[CH3:53].[ClH:22].[OH2:11].[OH2:54].[OH:12][n:13]1[c:14]2[cH:15][cH:16][cH:17][cH:18][c:19]2[n:20][n:21]1>>[C:1](#[N:2])[CH2:3][C:4](=[O:6])[NH:10][CH2:7][CH2:8][CH3:9]. The reactants are [N+](=O)([O-])C=1C=C(C(=O)NC2(CC2)C(=O)O)C=CC1 (1-(3-nitrobenzamido)cyclopropanecarboxylic acid), C(C(=O)Cl)(=O)Cl (oxalyl chloride), N (ammonia), CN(C)C=O (DMF). Run in ClCCl (dichloromethane). Conditions: time 3 hour. Product: C(N)(=O)C1(CC1)NC(C1=CC(=CC=C1)[N+](=O)[O-])=O (N-(1-carbamoylcyclopropyl)-3-nitrobenzamide). Yield: 369.6%. Reaction SMILES: [N+:1]([C:4]1[CH:5]=[C:6]([CH:16]=[CH:17][CH:18]=1)[C:7]([NH:9][C:10]1([C:13](O)=[O:14])[CH2:12][CH2:11]1)=[O:8])([O-:3])=[O:2].C(Cl)(=O)C(Cl)=O.C[N:26](C=O)C.N>ClCCl>[C:13]([C:10]1([NH:9][C:7](=[O:8])[C:6]2[CH:16]=[CH:17][CH:18]=[C:4]([N+:1]([O-:3])=[O:2])[CH:5]=2)[CH2:12][CH2:11]1)(=[O:14])[NH2:26]. Procedure details: To the suspension of 1-(3-nitrobenzamido)cyclopropanecarboxylic acid (0.38 g, 1.519 mmol) in dichloromethane (5 ml), oxalyl chloride (0.199 ml, 2.278 mmol) was added followed by DMF (0.024 ml, 0.304 mmol). Reaction mixture was stirred at room temperature for 3 hr. After complete dissolution of the compound, cold aqueous ammonia (5 ml) was added under cooling. Allowed and stirred the content at room temperature for 1 hr. concentrated the reaction mixture to remove dichloromethane and the obtained... Starting materials: COC=1C(=C(OCCCOC=2C(=C(OCC(=O)OCC)C=CC2)CCC)C=CC1C(=O)NC)CCC (Ethyl [3-[3-[3-methoxy-4-[(methylamino) carbonyl]-2-propylphenoxy]propoxy]-2-propylphenoxy]acetate), [OH-].[Li+] (lithium hydroxide). Solvent: CO (methanol). Reaction conditions: time 8 hour. The product is COC=1C(=C(OCCCOC=2C(=C(OCC(=O)O)C=CC2)CCC)C=CC1C(=O)NC)CCC ([3-[3-[3-Methoxy-4-[(methylamino)carbonyl]-2-propylphenoxy]propoxy]-2-propylphenoxy]acetic acid). Reaction SMILES: [CH3:1][O:2][C:3]1[C:4]([CH2:34][CH2:35][CH3:36])=[C:5]([CH:27]=[CH:28][C:29]=1[C:30]([NH:32][CH3:33])=[O:31])[O:6][CH2:7][CH2:8][CH2:9][O:10][C:11]1[C:12]([CH2:24][CH2:25][CH3:26])=[C:13]([CH:21]=[CH:22][CH:23]=1)[O:14][CH2:15][C:16]([O:18]CC)=[O:17].[OH-].[Li+]>CO>[CH3:1][O:2][C:3]1[C:4]([CH2:34][CH2:35][CH3:36])=[C:5]([CH:27]=[CH:28][C:29]=1[C:30]([NH:32][CH3:33])=[O:31])[O:6][CH2:7][CH2:8][CH2:9][O:10][C:11]1[C:12]([CH2:24][CH2:25][CH3:26])=[C:13]([CH:21]=[CH:22][CH:23]=1)[O:14][CH2:15][C:16]([OH:18])=[O:17] |f:1.2|. Procedure details: The compound of Example 45 (70 mg, 0.1395 mmol) and 279 μl of 1 M lithium hydroxide was added to 2.0 ml of methanol, and the reaction mixture was stirred at room temperature overnight. The solvent was removed under vacuum and 2.0 ml of water was added, and the solution was acidified with 10% hydrochloric acid and then extracted three times with ethyl acetate. The extracts were combined and the solvent was removed under vacuum to give the product.